This data is from the Open Reaction Database (ORD), a public repository of structured organic reaction records. The task is: describe an organic reaction: reactants, conditions, products, and yield Reactants: O (water), S1(NC(CC2=C1C=CC=C2)=O)(=O)=O (2H-1,2-benzothiazin-3(4H)-one 1,1-dioxide), ClC(CCN1CCOCC1)C1=CC=CC=C1 (1-chloro-3-morpholino-1-phenylpropane), C([O-])([O-])=O.[K+].[K+] (potassium carbonate). Solvent: C(C)(=O)OCC (ethyl acetate), C1(=CC=CC=C1)C (toluene). Yields the product C(\C=C\C(=O)O)(=O)O.O1CCN(CC1)CCC(C1=CC=CC=C1)N1S(C2=C(CC1=O)C=CC=C2)(=O)=O (2-(3-Morpholino-1-phenylpropyl)-2H-1,2-benzothiazin-3(4H)-one 1,1-Dioxide Fumarate). Isolated yield 53.6%. Reaction SMILES: [S:1]1(=[O:13])(=[O:12])[C:6]2[CH:7]=[CH:8][CH:9]=[CH:10][C:5]=2[CH2:4][C:3](=[O:11])[NH:2]1.Cl[CH:15]([C:24]1[CH:29]=[CH:28][CH:27]=[CH:26][CH:25]=1)[CH2:16][CH2:17][N:18]1[CH2:23][CH2:22][O:21][CH2:20][CH2:19]1.[C:30](=[O:33])([O-:32])[O-].[K+].[K+].O>C1(C)C=CC=CC=1.C(OCC)(=O)C>[C:3]([OH:11])(=[O:21])/[CH:4]=[CH:5]/[C:30]([OH:32])=[O:33].[O:21]1[CH2:22][CH2:23][N:18]([CH2:17][CH2:16][CH:15]([N:2]2[C:3](=[O:11])[CH2:4][C:5]3[CH:10]=[CH:9][CH:8]=[CH:7][C:6]=3[S:1]2(=[O:12])=[O:13])[C:24]2[CH:29]=[CH:28][CH:27]=[CH:26][CH:25]=2)[CH2:19][CH2:20]1 |f:2.3.4,8.9|. Procedure: In toluene (7 mL) were suspended 2H-1,2-benzothiazin-3(4H)-one 1,1-dioxide (250 mg, 1.3 mmol.), 1-chloro-3-morpholino-1-phenylpropane (340 mg, 1.4 mmol.), potassium carbonate (250 mg, 1.8 mmol.) and a catalytic amount of cupper powder. The suspension was heated for 12 hours under refluxing. The reaction liquid was cooled, and the insolubles were filtered off. The solvent was distilled off to leave a residue. To the residue were added water and ethyl acetate, and the organic layer was taken out. ... Reactants: C(C)C(COC=1C=C(C(=CC1OCC(CCCC)CC)N)N)CCCC (4,5-bis((2-ethylhexyl)oxy)benzene-1,2-diamine), C1(OC(C=2C1=CSC2)=O)=O (thieno[3,4-c]furan-1,3-dione). Run in C(C)(=O)O.C(C)O (acetic acid ethanol). The product is C(C)C(COC=1C(=CC2=C(N=C3N2C(C=2C3=CSC2)=O)C1)OCC(CCCC)CC)CCCC (6,7-bis((2-ethylhexyl)oxy)-10H-benzo[d]thieno[3′,4′:3,4]pyrrolo[1,2-a]imidazol-10-one). Reaction SMILES: [CH2:1]([CH:3]([CH2:23][CH2:24][CH2:25][CH3:26])[CH2:4][O:5][C:6]1[CH:7]=[C:8]([NH2:22])[C:9]([NH2:21])=[CH:10][C:11]=1[O:12][CH2:13][CH:14]([CH2:19][CH3:20])[CH2:15][CH2:16][CH2:17][CH3:18])[CH3:2].[C:27]1(=O)[C:31]2=[CH:32][S:33][CH:34]=[C:30]2[C:29](=O)[O:28]1>C(O)(=O)C.C(O)C>[CH2:19]([CH:14]([CH2:15][CH2:16][CH2:17][CH3:18])[CH2:13][O:12][C:11]1[C:6]([O:5][CH2:4][CH:3]([CH2:1][CH3:2])[CH2:23][CH2:24][CH2:25][CH3:26])=[CH:7][C:8]2[N:22]3[C:29](=[O:28])[C:30]4[C:31](=[CH:32][S:33][CH:34]=4)[C:27]3=[N:21][C:9]=2[CH:10]=1)[CH3:20] |f:2.3|. Procedure details: A mixture of 4,5-bis((2-ethylhexyl)oxy)benzene-1,2-diamine (5.8 g, 0.016 mol) and thieno[3,4-c]furan-1,3-dione (2.5 g, 0.016 mol) is refluxed in a 100 mL acetic acid:ethanol (1:1) solvent blend for 24 hours. The solvent is distilled off and the crude product is purified by column chromatography (CHCl3) to yield the final product. RXN SMILES: [Cl:1][C:2]1[C:7]2[CH:8]=[CH:9][O:10][C:6]=2[C:5](Br)=[CH:4][C:3]=1[C:12]([O:14][CH3:15])=[O:13].C([O:20][C:21]([N:23]1[CH2:28][CH2:27][NH:26][CH2:25][CH2:24]1)=[O:22])(C)(C)C>>[C:12]([OH:14])(=[O:13])[C:21]([OH:20])=[O:22].[Cl:1][C:2]1[C:7]2[CH:8]=[CH:9][O:10][C:6]=2[C:5]([N:23]2[CH2:28][CH2:27][NH:26][CH2:25][CH2:24]2)=[CH:4][C:3]=1[C:12]([O:14][CH3:15])=[O:13] |f:2.3|. The reactants are ClC1=C(C=C(C2=C1C=CO2)Br)C(=O)OC (4-chloro-5-methoxycarbonyl-7-bromobenzofuran), C(C)(C)(C)OC(=O)N1CCNCC1 (1-tert-butoxycarbonylpiperazine). The product is C(C(=O)O)(=O)O.ClC1=C(C=C(C2=C1C=CO2)N2CCNCC2)C(=O)OC (1-(4-chloro-5-methoxycarbonylbenzofur-7-yl)piperazine Oxalate). Reported procedure: Beginning with 4-chloro-5-methoxycarbonyl-7-bromobenzofuran and 1-tert-butoxycarbonylpiperazine, the title compound was prepared as described. The reactants are C(C)(C)NC(C)C (diisopropylamine), C(CCC)[Li] (n-butyllithium), CC1(CC1)C(=O)N1C=NC=C1 (1-(1-methylcyclopropylcarbonyl)-imidazole), Cl (Hydrochloric acid), C(C)(C)(C)OC(C[Si](C)(C)C)=O (t-butyltrimethylsilylacetate). Run in O1CCCC1 (tetrahydrofuran), O1CCCC1 (tetrahydrofuran). Run at time 0.25 hour. Yields the product CC1(CC1)C(CC(=O)OC(C)(C)C)=O (t-butyl 3-(1-methylcyclopropyl)-3-oxopropionate). As a reaction SMILES: C([Li])CCC.C(NC(C)C)(C)C.[C:13]([O:17][C:18](=[O:24])[CH2:19][Si](C)(C)C)([CH3:16])([CH3:15])[CH3:14].[CH3:25][C:26]1([C:29](N2C=CN=C2)=[O:30])[CH2:28][CH2:27]1.Cl>O1CCCC1>[CH3:25][C:26]1([C:29](=[O:30])[CH2:19][C:18]([O:17][C:13]([CH3:16])([CH3:15])[CH3:14])=[O:24])[CH2:28][CH2:27]1. Reported procedure: A solution of n-butyllithium (2.5M in hexane, 36 ml) was added dropwise with stirring to a cooled solution of diisopropylamine (9.09 g) in dry tetrahydrofuran (i.e. tetrahydofuran) in an atmosphere of nitrogen, whilst maintaining the temperature below -70° C. The mixture was stirred for 0.25 hour and t-butyltrimethylsilylacetate (16.9 g) was added dropwise with stirring whilst maintaining the temperature below -70° C. The mixture was stirred at -78° C. for 1 hour. A suspension of 1-(1-methylcycl... RXN SMILES: [CH3:3][O:4][C:5]([CH2:6][c:7]1[cH:8][n:9][cH:10][c:11](-[c:13]2[cH:14][cH:15][c:16]([C:19]([CH2:20][CH3:21])([c:22]3[cH:23][c:24]([CH3:36])[c:25]([CH:28]=[CH:29][C:30]([CH2:31][CH3:32])([OH:33])[CH2:34][CH3:35])[cH:26][cH:27]3)[CH2:37][CH3:38])[cH:17][cH:18]2)[cH:12]1)=[O:39].[CH3:47][OH:48].[Cl-:40].[NH4+:41].[Na+:2].[O:42]1[CH2:43][CH2:44][CH2:45][CH2:46]1.[OH-:1]>>[O:4]=[C:5]([CH2:6][c:7]1[cH:8][n:9][cH:10][c:11](-[c:13]2[cH:14][cH:15][c:16]([C:19]([CH2:20][CH3:21])([c:22]3[cH:23][c:24]([CH3:36])[c:25]([CH:28]=[CH:29][C:30]([CH2:31][CH3:32])([OH:33])[CH2:34][CH3:35])[cH:26][cH:27]3)[CH2:37][CH3:38])[cH:17][cH:18]2)[cH:12]1)[OH:39]. Reactants: CCC(O)(C=Cc1ccc(C(CC)(CC)c2ccc(-c3cncc(CC(=O)OC)c3)cc2)cc1C)CC, CO, [Cl-], [NH4+], [Na+], C1CCOC1, [OH-]. The product is CCC(O)(C=Cc1ccc(C(CC)(CC)c2ccc(-c3cncc(CC(=O)O)c3)cc2)cc1C)CC. The reactants are CCCCN, CN(C)C(=O)N(C)C, CC(Cl)Cl, O=C(Cl)C(=O)Cl. Product: CCCCN=C(N(C)C)N(C)C. Reaction SMILES: [CH2:15]([CH2:16][CH2:17][CH3:18])[NH2:19].[CH3:1][N:2]([C:3]([N:4]([CH3:5])[CH3:6])=[O:7])[CH3:8].[Cl:20][CH:21]([Cl:22])[CH3:23].[Cl:9][C:10]([C:11]([Cl:12])=[O:13])=[O:14]>>[CH3:1][N:2]([C:3]([N:4]([CH3:5])[CH3:6])=[N:19][CH2:15][CH2:16][CH2:17][CH3:18])[CH3:8].